Dataset: the Open Reaction Database (ORD), a public repository of structured organic reaction records. Task: describe an organic reaction: reactants, conditions, products, and yield Product: CC(C)Oc1nc(N)nc(-c2ccco2)c1C#N. The reactants are C1CCC2=NCCCN2CC1, COCCOC, CC(C)O, CS(=O)(=O)c1nc(N)nc(-c2ccco2)c1C#N. RXN SMILES: [CH2:23]1[CH2:24][CH2:25][C:26]2=[N:31][CH2:30][CH2:29][CH2:28][N:27]2[CH2:32][CH2:33]1.[CH3:34][O:35][CH2:36][CH2:37][O:38][CH3:39].[CH:19]([CH3:20])([CH3:21])[OH:22].[NH2:1][c:2]1[n:3][c:4]([S:15]([CH3:16])(=[O:17])=[O:18])[c:5]([C:13]#[N:14])[c:6](-[c:8]2[o:9][cH:10][cH:11][cH:12]2)[n:7]1>>[NH2:1][c:2]1[n:3][c:4]([O:22][CH:19]([CH3:20])[CH3:21])[c:5]([C:13]#[N:14])[c:6](-[c:8]2[o:9][cH:10][cH:11][cH:12]2)[n:7]1.